This data is from the Open Reaction Database (ORD), a public repository of structured organic reaction records. The task is: describe an organic reaction: reactants, conditions, products, and yield Reactants: FC1=C(C=CC=C1)CNC1=CC=C(C=C1)C=1CC[C@H](N1)C(=O)OC (Methyl (2S)-5-(4-{[(2-fluorophenyl)methyl]amino}phenyl)-3,4-dihydro-2H-pyrrole-2-carboxylate), Pt, [H][H] (hydrogen). The solvent is C(C)(=O)OCC (ethyl acetate). Product: FC1=C(C=CC=C1)CNC1=CC=C(C=C1)[C@H]1CC[C@H](N1)C(=O)OC (Methyl (5R)-5-(4-{[(2-fluorophenyl)methyl]amino}phenyl)-L-prolinate). The yield is 92.1%. Reaction SMILES: [F:1][C:2]1[CH:7]=[CH:6][CH:5]=[CH:4][C:3]=1[CH2:8][NH:9][C:10]1[CH:15]=[CH:14][C:13]([C:16]2[CH2:17][CH2:18][C@@H:19]([C:21]([O:23][CH3:24])=[O:22])[N:20]=2)=[CH:12][CH:11]=1.[H][H]>C(OCC)(=O)C>[F:1][C:2]1[CH:7]=[CH:6][CH:5]=[CH:4][C:3]=1[CH2:8][NH:9][C:10]1[CH:15]=[CH:14][C:13]([C@@H:16]2[NH:20][C@H:19]([C:21]([O:23][CH3:24])=[O:22])[CH2:18][CH2:17]2)=[CH:12][CH:11]=1. Reported procedure: A solution of methyl (2S)-5-(4-{[(2-fluorophenyl)methyl]amino}phenyl)-3,4-dihydro-2H-pyrrole-2-carboxylate (D67, 39 mg, 0.119 mmol) and Pt 5% on carbon in ethyl acetate (10 ml) was stirred under 1 atm of hydrogen for 4.5 h, filtrated over celite and evaporated to afford the title compound (36 mg, 92%). MS: (ES/+) m/z: 329 [MH]+, —C19H21FN2O2 requires 328. Reactants: C(C1=CC=CC=C1)(=O)C=1C=CC(=C(CNCCC(=O)N(C)C2CCCCC2)C1)[N+](=O)[O-] (3-(5-Benzoyl-2-nitro-benzylamino)-N-cyclohexyl-N-methyl-propionamide), base, S1C=CC=C1 (thiophene). The reagents and catalysts are [Pt] (Pt/C). Solvent: CO (methanol). The product is NC1=C(CNCCC(=O)N(C)C2CCCCC2)C=C(C=C1)C(C1=CC=CC=C1)=O (3-(2-Amino-5-benzoyl-benzylamino)-N-cyclohexyl-N-methyl-propionamide). As a reaction SMILES: [C:1]([C:9]1[CH:10]=[CH:11][C:12]([N+:29]([O-])=O)=[C:13]([CH:28]=1)[CH2:14][NH:15][CH2:16][CH2:17][C:18]([N:20]([CH:22]1[CH2:27][CH2:26][CH2:25][CH2:24][CH2:23]1)[CH3:21])=[O:19])(=[O:8])[C:2]1[CH:7]=[CH:6][CH:5]=[CH:4][CH:3]=1.S1C=CC=C1>CO.[Pt]>[NH2:29][C:12]1[CH:11]=[CH:10][C:9]([C:1](=[O:8])[C:2]2[CH:7]=[CH:6][CH:5]=[CH:4][CH:3]=2)=[CH:28][C:13]=1[CH2:14][NH:15][CH2:16][CH2:17][C:18]([N:20]([CH:22]1[CH2:23][CH2:24][CH2:25][CH2:26][CH2:27]1)[CH3:21])=[O:19]. Procedure details: 3-(5-Benzoyl-2-nitro-benzylamino)-N-cyclohexyl-N-methyl-propionamide (0.01 mol) was converted into its corresponding free base. A mixture of the free base (0.01 mol) in methanol (200 mL) was hydrogenated under atmospheric conditions, with 5% Pt/C (2 g) as a catalyst in the presence of 4% thiophene solution (1 mL). After uptake of H2 (3 equiv.), the catalyst was filtered off and the filtrate was evaporated. Toluene was added to the residue, then evaporated again to yield the title compound as a r...